This data is from the Open Reaction Database (ORD), a public repository of structured organic reaction records. The task is: describe an organic reaction: reactants, conditions, products, and yield Starting materials: FC1=C(C=CC=2N=C(OC21)C2=NC=CC1=CC=CC=C21)CC(=O)OC (methyl (7-fluoro-2-(1-isoquinolinyl)-6-benzoxazolyl)acetate), [OH-].[Na+] (NaOH). The solvent is C1CCOC1 (THF), ice. Reaction conditions: time 1 hour. The product is FC1=C(C=CC=2N=C(OC21)C2=NC=CC1=CC=CC=C21)CC(=O)O ((7-fluoro-2-(1-isoquinolinyl)-6-benzoxazolyl)acetic acid). Isolated yield 78.2%. RXN SMILES: [F:1][C:2]1[C:10]2[O:9][C:8]([C:11]3[C:20]4[C:15](=[CH:16][CH:17]=[CH:18][CH:19]=4)[CH:14]=[CH:13][N:12]=3)=[N:7][C:6]=2[CH:5]=[CH:4][C:3]=1[CH2:21][C:22]([O:24]C)=[O:23].[OH-].[Na+]>C1COCC1>[F:1][C:2]1[C:10]2[O:9][C:8]([C:11]3[C:20]4[C:15](=[CH:16][CH:17]=[CH:18][CH:19]=4)[CH:14]=[CH:13][N:12]=3)=[N:7][C:6]=2[CH:5]=[CH:4][C:3]=1[CH2:21][C:22]([OH:24])=[O:23] |f:1.2|. Reported procedure: To methyl (7-fluoro-2-(1-isoquinolinyl)-6-benzoxazolyl)acetate (155 mg, 0.46 mmol) were added THF (3 ml) and 0.5N NaOH (3.0 ml, 1.50 mmol). The resulting mixture was stirred at room temperature for 1 hour. The reaction mixture was poured in ice-1N HCl to acidify the mixture therewith. The crystals thus precipitated were collected by filtration under reduced pressure, washed with water and dried under reduced pressure to give (7-fluoro-2-(1-isoquinolinyl)-6-benzoxazolyl)acetic acid (116 mg, 78%) ... Reactants: I(=O)(=O)(=O)[O-].[Na+] (Sodium periodate), C1(CCCC1)SC=1C=C(C=CC1)CCCCOCCCCCCN1C(O[C@@H](C1)C1=CC2=C(OC(OC2)(C)C)C=C1)=O ((5R)-3-(6-{4-[3-(cyclopentylthio)phenyl]butoxy}hexyl)-5-(2,2-dimethyl-4H-1,3-benzodioxin-6-yl)-1,3-oxazolidin-2-one). Run in C(C)O (ethanol), O (water). Yields the product C1(CCCC1)S(=O)C=1C=C(C=CC1)CCCCOCCCCCCN1C(O[C@@H](C1)C1=CC2=C(OC(OC2)(C)C)C=C1)=O ((5R)-3-(6-{4-[3-(Cyclopentylsulfinyl)phenyl]butoxy}hexyl)-5-(2,2-dimethyl-4H-1,3-benzodioxin-6-yl)-1,3-oxazolidin-2-one). The yield is 66.2%. RXN SMILES: I([O-])(=O)(=O)=[O:2].[Na+].[CH:7]1([S:12][C:13]2[CH:14]=[C:15]([CH2:19][CH2:20][CH2:21][CH2:22][O:23][CH2:24][CH2:25][CH2:26][CH2:27][CH2:28][CH2:29][N:30]3[CH2:34][C@@H:33]([C:35]4[CH:46]=[CH:45][C:38]5[O:39][C:40]([CH3:44])([CH3:43])[O:41][CH2:42][C:37]=5[CH:36]=4)[O:32][C:31]3=[O:47])[CH:16]=[CH:17][CH:18]=2)[CH2:11][CH2:10][CH2:9][CH2:8]1>C(O)C.O>[CH:7]1([S:12]([C:13]2[CH:14]=[C:15]([CH2:19][CH2:20][CH2:21][CH2:22][O:23][CH2:24][CH2:25][CH2:26][CH2:27][CH2:28][CH2:29][N:30]3[CH2:34][C@@H:33]([C:35]4[CH:46]=[CH:45][C:38]5[O:39][C:40]([CH3:43])([CH3:44])[O:41][CH2:42][C:37]=5[CH:36]=4)[O:32][C:31]3=[O:47])[CH:16]=[CH:17][CH:18]=2)=[O:2])[CH2:8][CH2:9][CH2:10][CH2:11]1 |f:0.1|. Reported procedure: Sodium periodate (1.5 g) was added to a stirred solution of (5R)-3-(6-{4-[3-(cyclopentylthio)phenyl]butoxy}hexyl)-5-(2,2-dimethyl-4H-1,3-benzodioxin-6-yl)-1,3-oxazolidin-2-one (1.0 g) in ethanol (20 ml) and water (10 ml) at room temperature. After 2 h the solution was concentrated in-vacuo (ca 50% vol), diluted with water and extracted into dichloromethane. The extracts were dried (Na2SO4) and evaporated to dryness. The residual oil was purified on a biotage cartridge (40 g) using ethyl acetate ... Procedure details: In the same manner as in Reference Example 3-1, the intended compound was obtained as a colorless solid using 6-(1-methyl-1H-pyrazol-4-yl)spiro[chroman-2,4′-piperidin]-4-one hydrochloride and 2,6-diethoxy-3′-fluoro-4′-(methoxycarbonyl)biphenyl-4-carboxylic acid. The product is C(C)OC1=C(C(=CC(=C1)C(=O)N1CCC2(CC1)OC1=CC=C(C=C1C(C2)=O)C=2C=NN(C2)C)OCC)C2=CC(=C(C=C2)C(=O)OC)F (Methyl 2′,6′-diethoxy-3-fluoro-4′-{[6-(1-methyl-1H-pyrazol-4-yl)-4-oxospiro[chroman-2,4′-piperidin]-1′-yl]carbonyl}biphenyl-4-carboxylate). RXN SMILES: Cl.[CH3:2][N:3]1[CH:7]=[C:6]([C:8]2[CH:9]=[C:10]3[C:20](=[CH:21][CH:22]=2)[O:19][C:13]2([CH2:18][CH2:17][NH:16][CH2:15][CH2:14]2)[CH2:12][C:11]3=[O:23])[CH:5]=[N:4]1.[CH2:24]([O:26][C:27]1[CH:32]=[C:31]([C:33](O)=[O:34])[CH:30]=[C:29]([O:36][CH2:37][CH3:38])[C:28]=1[C:39]1[CH:44]=[CH:43][C:42]([C:45]([O:47][CH3:48])=[O:46])=[C:41]([F:49])[CH:40]=1)[CH3:25]>>[CH2:24]([O:26][C:27]1[CH:32]=[C:31]([C:33]([N:16]2[CH2:15][CH2:14][C:13]3([CH2:12][C:11](=[O:23])[C:10]4[C:20](=[CH:21][CH:22]=[C:8]([C:6]5[CH:5]=[N:4][N:3]([CH3:2])[CH:7]=5)[CH:9]=4)[O:19]3)[CH2:18][CH2:17]2)=[O:34])[CH:30]=[C:29]([O:36][CH2:37][CH3:38])[C:28]=1[C:39]1[CH:44]=[CH:43][C:42]([C:45]([O:47][CH3:48])=[O:46])=[C:41]([F:49])[CH:40]=1)[CH3:25] |f:0.1|. Reactants: Cl.CN1N=CC(=C1)C=1C=C2C(CC3(CCNCC3)OC2=CC1)=O (6-(1-methyl-1H-pyrazol-4-yl)spiro[chroman-2,4′-piperidin]-4-one hydrochloride), C(C)OC1=C(C(=CC(=C1)C(=O)O)OCC)C1=CC(=C(C=C1)C(=O)OC)F (2,6-diethoxy-3′-fluoro-4′-(methoxycarbonyl)biphenyl-4-carboxylic acid). Reactants: C(C1=CC=CC=C1)(=O)C1=C(C(=O)N2CC3=C(CC2)OC=C3)C=CC=C1 (5-(2-benzoylbenzoyl)-4,5,6,7-tetrahydrofuro[3,2-c]pyridine), CNC (dimethylamine), C=O (formaldehyde). Run in C(C)(=O)O (acetic acid). Reaction conditions: temperature 100 celsius, time 45 minute. Yields the product CN(C)CC1=CC=2CN(CCC2O1)C(C1=C(C=CC=C1)C(C1=CC=CC=C1)=O)=O (N,N-dimethyl-[5-(2-benzoylbenzoyl)-4,5,6,7-tetrahydrofuro[3,2-c]pyridin-2-ylmethyl]amine). RXN SMILES: [C:1]([C:9]1[CH:25]=[CH:24][CH:23]=[CH:22][C:10]=1[C:11]([N:13]1[CH2:18][CH2:17][C:16]2[O:19][CH:20]=[CH:21][C:15]=2[CH2:14]1)=[O:12])(=[O:8])[C:2]1[CH:7]=[CH:6][CH:5]=[CH:4][CH:3]=1.[CH3:26][NH:27][CH3:28].[CH2:29]=O>C(O)(=O)C>[CH3:26][N:27]([CH2:29][C:20]1[O:19][C:16]2[CH2:17][CH2:18][N:13]([C:11](=[O:12])[C:10]3[CH:22]=[CH:23][CH:24]=[CH:25][C:9]=3[C:1](=[O:8])[C:2]3[CH:3]=[CH:4][CH:5]=[CH:6][CH:7]=3)[CH2:14][C:15]=2[CH:21]=1)[CH3:28]. Procedure details: To a solution of 0.140 g (0.422 mmol) of 5-(2-benzoylbenzoyl)-4,5,6,7-tetrahydrofuro[3,2-c]pyridine in 20 ml of acetic acid, 0.060 ml (0.63 mmol) of 50% aqueous dimethylamine and 0.052 ml (0.63 mmol) of 37% aqueous formaldehyde were added, followed by stirring at 100° C. for 45 minutes. After the solvent was distilled off under reduced pressure, the residual solution was alkalified with aqueous sodium hydroxide and extracted with dichloromethane 3 times. The combined organic layer was washed wit... The reactants are COC(=O)COc1ccccc1C(=O)CC1CCC(c2cc(F)ccc2F)(S(=O)(=O)c2ccc(Cl)cc2)CC1, [Li+], C1CCOC1, [OH-], O. The product is O=C(O)COc1ccccc1C(=O)CC1CCC(c2cc(F)ccc2F)(S(=O)(=O)c2ccc(Cl)cc2)CC1. As a reaction SMILES: [CH3:1][O:2][C:3]([CH2:4][O:5][c:6]1[c:7]([C:12]([CH2:13][CH:14]2[CH2:15][CH2:16][C:17]([c:20]3[c:21]([F:27])[cH:22][cH:23][c:24]([F:26])[cH:25]3)([S:28](=[O:29])(=[O:30])[c:31]3[cH:32][cH:33][c:34]([Cl:37])[cH:35][cH:36]3)[CH2:18][CH2:19]2)=[O:38])[cH:8][cH:9][cH:10][cH:11]1)=[O:39].[Li+:45].[O:40]1[CH2:41][CH2:42][CH2:43][CH2:44]1.[OH-:46].[OH2:47]>>[O:2]=[C:3]([CH2:4][O:5][c:6]1[c:7]([C:12]([CH2:13][CH:14]2[CH2:15][CH2:16][C:17]([c:20]3[c:21]([F:27])[cH:22][cH:23][c:24]([F:26])[cH:25]3)([S:28](=[O:29])(=[O:30])[c:31]3[cH:32][cH:33][c:34]([Cl:37])[cH:35][cH:36]3)[CH2:18][CH2:19]2)=[O:38])[cH:8][cH:9][cH:10][cH:11]1)[OH:39].